This data is from the Open Reaction Database (ORD), a public repository of structured organic reaction records. The task is: describe an organic reaction: reactants, conditions, products, and yield The reactants are C1(=CC=CC=C1)C(N1C=NC(=C1)CCC#CCCC1CCCCC1)(C1=CC=CC=C1)C1=CC=CC=C1 (1-[1-Triphenylmethyl-1H-imidazol-4-yl]-6-cyclohexyl-3-hexyne), Cl (HCl). The solvent is C(C)O (ethanol). Conditions: temperature 90 celsius. Product: N1C=NC(=C1)CCC#CCCC1CCCCC1 (1-[1H-imidazol-4-yl]-6-cyclohexyl-3-hexyne). Isolated yield 105.1%. Reaction SMILES: C1(C(C2C=CC=CC=2)(C2C=CC=CC=2)[N:8]2[CH:12]=[C:11]([CH2:13][CH2:14][C:15]#[C:16][CH2:17][CH2:18][CH:19]3[CH2:24][CH2:23][CH2:22][CH2:21][CH2:20]3)[N:10]=[CH:9]2)C=CC=CC=1.Cl>C(O)C>[NH:8]1[CH:12]=[C:11]([CH2:13][CH2:14][C:15]#[C:16][CH2:17][CH2:18][CH:19]2[CH2:20][CH2:21][CH2:22][CH2:23][CH2:24]2)[N:10]=[CH:9]1. Procedure: 1-[1-Triphenylmethyl-1H-imidazol-4-yl]-6-cyclohexyl-3-hexyne (0.30 gram, 0.64 mmol) was dissolved in ethanol (10 ml). 2N HCl (20 ml) was added, and the mixture heated at 90° C. for 1 hour. The reaction mixture was cooled, filtered, and the filtrate neutralized with 10% NAOH solution and then partitioned between chloroform and water. The chloroform layer was separated, dried over Na2SO4, filtered and evaporated in vacuo to obtain the crude oil. The crude product was purified using column chromato... The reactants are FC(C=1C=C(C=C(C1)C(F)(F)F)C1(CN(CC1)C1=CC(=C(C=N1)CN1C(C2=CC=CC=C2C1=O)=O)C(F)(F)F)C(F)(F)F)(F)F (2-{[6-{3-[3,5-Bis(trifluoromethyl)phenyl]-3-(trifluoromethyl)pyrrolidin-1-yl}-4-(trifluoro-methyl)pyridin-3-yl]methyl}-1H-isoindole-1,3(2H)-dione), O.NN (hydrazine hydrate). As a reaction SMILES: [F:1][C:2]([F:45])([F:44])[C:3]1[CH:4]=[C:5]([C:13]2([C:40]([F:43])([F:42])[F:41])[CH2:17][CH2:16][N:15]([C:18]3[N:23]=[CH:22][C:21]([CH2:24][N:25]4C(=O)C5C(=CC=CC=5)C4=O)=[C:20]([C:36]([F:39])([F:38])[F:37])[CH:19]=3)[CH2:14]2)[CH:6]=[C:7]([C:9]([F:12])([F:11])[F:10])[CH:8]=1.O.NN>C(O)C>[F:45][C:2]([F:1])([F:44])[C:3]1[CH:4]=[C:5]([C:13]2([C:40]([F:41])([F:42])[F:43])[CH2:17][CH2:16][N:15]([C:18]3[N:23]=[CH:22][C:21]([CH2:24][NH2:25])=[C:20]([C:36]([F:37])([F:38])[F:39])[CH:19]=3)[CH2:14]2)[CH:6]=[C:7]([C:9]([F:12])([F:11])[F:10])[CH:8]=1 |f:1.2|. Isolated yield 96.6%. Procedure details: 2-{[6-{3-[3,5-Bis(trifluoromethyl)phenyl]-3-(trifluoromethyl)pyrrolidin-1-yl}-4-(trifluoro-methyl)pyridin-3-yl]methyl}-1H-isoindole-1,3(2H)-dione (0.31 g) and hydrazine hydrate (0.035 ml) were added to ethanol (5 ml), and heated at 80° C. for 5 hours. The solvent was distilled off under reduced pressure, and then t-butyl methyl ether was added. The undissolved matters were removed by filtration, and the target compound (0.24 g) was obtained after concentration under reduced pressure. The solvent is C(C)O (ethanol). Reaction conditions: temperature 80 celsius. The product is FC(C=1C=C(C=C(C1)C(F)(F)F)C1(CN(CC1)C1=CC(=C(C=N1)CN)C(F)(F)F)C(F)(F)F)(F)F (1-[6-{3-[3,5-bis(trifluoromethyl)phenyl]-3-(trifluoromethyl)-pyrrolidin-1-yl}-4-(trifluoromethyl)pyridin-3-yl]methanamine).